From a dataset of the Open Reaction Database (ORD), a public repository of structured organic reaction records. describe an organic reaction: reactants, conditions, products, and yield Starting materials: CC1([C@@H]2[C@H](C3=CC(=CC=C3O1)C#N)O2)C ((S,S)-2,2-dimethyl-1a,7b-dihydro-2H-1,3-dioxa-cyclopropa[a]naphthalene-6-carbonitrile), ClC1=CC2=C(NC(=N2)S)C=C1 (5-chloro-1H-benzoimidazole-2-thiol). The product is ClC1=CC2=C(NC(=N2)S[C@H]2[C@H](C(OC3=CC=C(C=C23)C#N)(C)C)O)C=C1 ((3S,4R)-4-(5-Chloro-1H-benzoimidazol-2-ylsulfanyl)-3-hydroxy-2,2-dimethyl-chroman-6-carbonitrile). RXN SMILES: [CH3:1][C:2]1([CH3:15])[O:11][C:10]2[C:5](=[CH:6][C:7]([C:12]#[N:13])=[CH:8][CH:9]=2)[C@@H:4]2[O:14][C@H:3]12.[Cl:16][C:17]1[CH:26]=[CH:25][C:20]2[NH:21][C:22]([SH:24])=[N:23][C:19]=2[CH:18]=1>>[Cl:16][C:17]1[CH:26]=[CH:25][C:20]2[NH:21][C:22]([S:24][C@@H:4]3[C:5]4[C:10](=[CH:9][CH:8]=[C:7]([C:12]#[N:13])[CH:6]=4)[O:11][C:2]([CH3:15])([CH3:1])[C@@H:3]3[OH:14])=[N:23][C:19]=2[CH:18]=1. Procedure: Following the procedure in Example 1, using (S,S)-2,2-dimethyl-1a,7b-dihydro-2H-1,3-dioxa-cyclopropa[a]naphthalene-6-carbonitrile and 5-chloro-1H-benzoimidazole-2-thiol as starting material, the title compound was prepared as a white solid. Reactants: CC(=O)[O-], CC(CO)C1CCC2C3CCC4=C(Cl)C(=O)CCC4(C)C3CCC12C, N, O. Product: CC(CO)C1CCC2C3CCC4=C(N)C(=O)CCC4(C)C3CCC12C. As a reaction SMILES: [CH3:27][C:28](=[O:29])[O-:30].[Cl:2][C:3]1=[C:4]2[CH2:5][CH2:6][CH:7]3[CH:8]4[CH2:9][CH2:10][CH:11]([CH:12]([CH2:13][OH:14])[CH3:15])[C:16]4([CH3:26])[CH2:17][CH2:18][CH:19]3[C:20]2([CH3:25])[CH2:21][CH2:22][C:23]1=[O:24].[NH3:1].[OH2:31]>>[NH2:1][C:3]1=[C:4]2[CH2:5][CH2:6][CH:7]3[CH:8]4[CH2:9][CH2:10][CH:11]([CH:12]([CH2:13][OH:14])[CH3:15])[C:16]4([CH3:26])[CH2:17][CH2:18][CH:19]3[C:20]2([CH3:25])[CH2:21][CH2:22][C:23]1=[O:24]. RXN SMILES: [C:27]([BH3-:28])#[N:29].[C:32](=[O:33])([O-:34])[O-:35].[CH2:20]([c:21]1[cH:22][cH:23][cH:24][o:25]1)[NH2:26].[CH3:38][OH:39].[CH3:40][C:41](=[O:42])[OH:43].[CH:1](=[O:2])[c:3]1[cH:4][cH:5][c:6]([S:9][C:10]([C:11](=[O:12])[O:13][C:14]([CH3:15])([CH3:16])[CH3:17])([CH3:18])[CH3:19])[cH:7][cH:8]1.[ClH:31].[Na+:30].[Na+:36].[Na+:37]>>[CH2:1]([c:3]1[cH:4][cH:5][c:6]([S:9][C:10]([C:11](=[O:12])[O:13][C:14]([CH3:15])([CH3:16])[CH3:17])([CH3:18])[CH3:19])[cH:7][cH:8]1)[NH:26][CH2:20][c:21]1[cH:22][cH:23][cH:24][o:25]1. Yields the product CC(C)(C)OC(=O)C(C)(C)Sc1ccc(CNCc2ccco2)cc1. The reactants are [BH3-]C#N, O=C([O-])[O-], NCc1ccco1, CO, CC(=O)O, CC(C)(C)OC(=O)C(C)(C)Sc1ccc(C=O)cc1, Cl, [Na+], [Na+], [Na+]. The reactants are O.O.O.O.O.O.O.S(=O)([O-])[O-].[Na+].[Na+] (sodium sulfite heptahydrate), O(O)C1(N2C(C3=CC=CC=C13)=NCC2)C2=CC=CC=C2 (2,3-dihydro-5-hydroperoxy-5-phenyl-5H-imidazo[2,1-a]isoindole), CN(C=O)C (dimethylformamide). The solvent is O (water), O (water). The product is C(C1=CC=CC=C1)(=O)C1=C(C=CC=C1)C=1NCCN1 (2-(2-benzoylphenyl)-2-imidazoline). Reaction SMILES: O.O.O.O.O.O.O.S([O-])([O-])=O.[Na+].[Na+].[O:14]([C:16]1([C:28]2[CH:33]=[CH:32][CH:31]=[CH:30][CH:29]=2)[C:24]2[C:19](=[CH:20][CH:21]=[CH:22][CH:23]=2)[C:18]2=[N:25][CH2:26][CH2:27][N:17]12)O.CN(C)C=O>O>[C:16]([C:24]1[CH:23]=[CH:22][CH:21]=[CH:20][C:19]=1[C:18]1[NH:25][CH2:26][CH2:27][N:17]=1)(=[O:14])[C:28]1[CH:29]=[CH:30][CH:31]=[CH:32][CH:33]=1 |f:0.1.2.3.4.5.6.7.8.9|. Procedure: A solution of 0.7 g. of sodium sulfite heptahydrate in 3 ml. of water was added to 0.5 g. of 2,3-dihydro-5-hydroperoxy-5-phenyl-5H-imidazo[2,1-a]isoindole in 7 ml. of dimethylformamide. The solution was heated to 100° for 15 minutes. On cooling and addition of 20 ml. of water, 2-(2-benzoylphenyl)-2-imidazoline was obtained.